From a dataset of the Open Reaction Database (ORD), a public repository of structured organic reaction records. describe an organic reaction: reactants, conditions, products, and yield The reactants are CC(O)C(C)(CCc1ccc(O[Si](C)(C)C(C)(C)C)cc1)NC(=O)OC(C)(C)C, CC#N, CCOC(C)=O, F, [Na+], O=C([O-])O. The product is CC(O)C(C)(CCc1ccc(O)cc1)NC(=O)OC(C)(C)C. RXN SMILES: [C:1]([CH3:2])([CH3:3])([CH3:4])[O:5][C:6]([NH:7][C:8]([CH:9]([CH3:10])[OH:11])([CH3:12])[CH2:13][CH2:14][c:15]1[cH:16][cH:17][c:18]([O:21][Si:22]([C:23]([CH3:24])([CH3:25])[CH3:26])([CH3:27])[CH3:28])[cH:19][cH:20]1)=[O:29].[C:42](#[N:43])[CH3:44].[CH3:31][CH2:32][O:33][C:34]([CH3:35])=[O:36].[FH:30].[Na+:41].[O-:37][C:38]([OH:39])=[O:40]>>[C:1]([CH3:2])([CH3:3])([CH3:4])[O:5][C:6]([NH:7][C:8]([CH:9]([CH3:10])[OH:11])([CH3:12])[CH2:13][CH2:14][c:15]1[cH:16][cH:17][c:18]([OH:21])[cH:19][cH:20]1)=[O:29]. Starting materials: C(C=C)C=1C(NC(NC1)=O)=O (5-allyluracil), (Ph3P)3RhCl. The solvent is CCO (EtOH). Yields the product C(=C\C)/C=1C(NC(NC1)=O)=O (5-[E-propen-1-yl) uracil). As a reaction SMILES: [CH2:1]([C:4]1[C:5](=[O:11])[NH:6][C:7](=[O:10])[NH:8][CH:9]=1)[CH:2]=[CH2:3]>CCO>[CH:1](/[C:4]1[C:5](=[O:11])[NH:6][C:7](=[O:10])[NH:8][CH:9]=1)=[CH:2]\[CH3:3]. Procedure: To a solution of 5-allyluracil (80 mg; 0.5 mmol) in 95% aq. EtOH (50 ml) was added (Ph3P)3RhCl (90 mg; 0.1 mmol) and the mixture heated under reflux for 3 days. The solvent was evaporated and the product isolated by flash chromatography on SiO2 eluted with 5% MeOH-CH2Cl2. Yield 56 mg 70%; 200 MHz 1H-NMR DMSO-d6, δ: 11.0 (br s, 1H, NH); 7.42 (s, 1H, 6-H); 6.35-6.55 (qq, 1H =CH-Me); 5.95-6.1 (dd, 1H, --CH=); 1.74 (dd, 3H, CH3). Starting materials: C(C1=CC=CC=C1)N1CCN(CC1)CCC=1C=C2C(=CNC2=CC1)S(=O)(=O)C1=CC=CC=C1 (5-[2-(4-benzylpiperazin-1-yl)ethyl]-3-(phenylsulfonyl)-1H-indole), ClC(C)OC(=O)Cl (1-chloroethylchloroformate), Cl (HCl), C(C)OCC (diethyl ether). The solvent is ClCCCl (1,2-dichloroethane). Product: Cl.C1(=CC=CC=C1)S(=O)(=O)C1=CNC2=CC=C(C=C12)CCN1CCNCC1 (3-(phenylsulfonyl)-5-(2-piperazin-1-ylethyl)-1H-indole hydrochloride). Reaction SMILES: C([N:8]1[CH2:13][CH2:12][N:11]([CH2:14][CH2:15][C:16]2[CH:17]=[C:18]3[C:22](=[CH:23][CH:24]=2)[NH:21][CH:20]=[C:19]3[S:25]([C:28]2[CH:33]=[CH:32][CH:31]=[CH:30][CH:29]=2)(=[O:27])=[O:26])[CH2:10][CH2:9]1)C1C=CC=CC=1.[Cl:34]C(OC(Cl)=O)C.Cl.C(OCC)C>ClCCCl>[ClH:34].[C:28]1([S:25]([C:19]2[C:18]3[C:22](=[CH:23][CH:24]=[C:16]([CH2:15][CH2:14][N:11]4[CH2:12][CH2:13][NH:8][CH2:9][CH2:10]4)[CH:17]=3)[NH:21][CH:20]=2)(=[O:26])=[O:27])[CH:29]=[CH:30][CH:31]=[CH:32][CH:33]=1 |f:5.6|. Procedure details: A stirred mixture of 5-[2-(4-benzylpiperazin-1-yl)ethyl]-3-(phenylsulfonyl)-1H-indole (0.110 g, 0.24 mmol) and 1-chloroethylchloroformate (0.05 mL, 0.36 mmlole) in 1,2-dichloroethane (2 mL) was heated to reflux for 12 hours. The reaction mixture was cooled and concentrated in vacuo to a brown glass. The glass was taken up in methanol (4 mL) and heated to reflux for 6 h, then cooled and concentrated in vacuo to a semi solid. This solid was dissolved in diethyl ether and treated with 1 N HCl in di... Starting materials: ClCCCOCCC1=CC2=C(C=CS2)C=C1 (6-[2-(3-chloropropoxy)ethyl]-1-benzothiophene), Cl.N1CC(C1)O (3-azetidinol hydrochloride), C([O-])([O-])=O.[K+].[K+] (potassium carbonate), Cl (hydrochloric acid). Solvent: C(C)(=O)OCC (ethyl acetate), O (water), CS(=O)C (dimethyl sulfoxide). Reaction conditions: temperature 75 celsius, time 2.5 hour. The product is S1C=CC2=C1C=C(C=C2)CCOCCCN2CC(C2)O (1-{3-[2-(1-benzothiophen-6-yl)ethoxy]propyl}-3-azetidinol). Isolated yield 24.5%. As a reaction SMILES: Cl[CH2:2][CH2:3][CH2:4][O:5][CH2:6][CH2:7][C:8]1[CH:16]=[CH:15][C:11]2[CH:12]=[CH:13][S:14][C:10]=2[CH:9]=1.Cl.[NH:18]1[CH2:21][CH:20]([OH:22])[CH2:19]1.C(=O)([O-])[O-].[K+].[K+].Cl>CS(C)=O.C(OCC)(=O)C.O>[S:14]1[C:10]2[CH:9]=[C:8]([CH2:7][CH2:6][O:5][CH2:4][CH2:3][CH2:2][N:18]3[CH2:21][CH:20]([OH:22])[CH2:19]3)[CH:16]=[CH:15][C:11]=2[CH:12]=[CH:13]1 |f:1.2,3.4.5|. Procedure details: In 5 mL of dimethyl sulfoxide was dissolved 1.00 g of 6-[2-(3-chloropropoxy)ethyl]-1-benzothiophene, and 0.86 g of 3-azetidinol hydrochloride and 1.63 g of potassium carbonate were added to the solution. The resulting mixture was stirred at 75° C. for 2.5 hours and then at 95° C. for 1.5 hours. After the reaction mixture was cooled, water and ethyl acetate were added thereto and the pH was adjusted to 1 with 6 mol/L hydrochloric acid, and the aqueous layer was separated. Ethyl acetate was added ... Reactants: Clc1nc(N2CCOCC2)c2ncnc(NCc3ccccc3)c2n1, C1COCCO1, OCCN1CCNCC1. Product: OCCN1CCN(c2nc(N3CCOCC3)c3ncnc(NCc4ccccc4)c3n2)CC1. As a reaction SMILES: [CH2:1]([c:2]1[cH:3][cH:4][cH:5][cH:6][cH:7]1)[NH:8][c:9]1[n:10][cH:11][n:12][c:13]2[c:14]1[n:15][c:16]([Cl:25])[n:17][c:18]2[N:19]1[CH2:20][CH2:21][O:22][CH2:23][CH2:24]1.[O:35]1[CH2:36][CH2:37][O:38][CH2:39][CH2:40]1.[OH:26][CH2:27][CH2:28][N:29]1[CH2:30][CH2:31][NH:32][CH2:33][CH2:34]1>>[CH2:1]([c:2]1[cH:3][cH:4][cH:5][cH:6][cH:7]1)[NH:8][c:9]1[n:10][cH:11][n:12][c:13]2[c:14]1[n:15][c:16]([N:32]1[CH2:31][CH2:30][N:29]([CH2:28][CH2:27][OH:26])[CH2:34][CH2:33]1)[n:17][c:18]2[N:19]1[CH2:20][CH2:21][O:22][CH2:23][CH2:24]1. Reactants: C(Cl)(Cl)(Cl)Cl (carbon tetrachloride), CO[Si](C[SiH](OC)OC)(OC)OC (1,1,1,3,3-pentamethoxy-1,3-disilapropane). The reagents and catalysts are [Pd](Cl)Cl (palladium (II) dichloride). Conditions: time 4 hour. The product is Cl[Si](C[Si](OC)(OC)OC)(OC)OC (3-chloro-1,1,1,3,3-pentamethoxy-1,3-disilapropane). Reaction SMILES: [CH3:1][O:2][Si:3]([O:12][CH3:13])([O:10][CH3:11])[CH2:4][SiH:5]([O:8][CH3:9])[O:6][CH3:7].C(Cl)(Cl)(Cl)[Cl:15]>[Pd](Cl)Cl>[Cl:15][Si:5]([O:8][CH3:9])([O:6][CH3:7])[CH2:4][Si:3]([O:12][CH3:13])([O:10][CH3:11])[O:2][CH3:1]. Procedure: A solution of 7.27 mmol (1.29 g) of palladium (II) dichloride [PdCl2 (II)] in 30 ml of carbon tetrachloride is placed in a flask, and then 0.106 moles (24 g) of 1,1,1,3,3-pentamethoxy-1,3-disilapropane (98%, Korea Institute of Science and Technology (KIST)) is slowly added thereto at 0° C. The reaction is allowed to proceed at this temperature for 4 hours. The reaction mixture is filtered through celite to obtain 3-chloro-1,1,1,3,3-pentamethoxy-1,3-disilapropane. The reactants are COC1=CC=C(CS[C@H]2C[C@H](N(C2)C(=O)OCC2=CC=C(C=C2)[N+](=O)[O-])C(=O)O)C=C1 ((2S,4S)-4-(4-methoxybenzyl)thio-1-(4-nitrobenzyloxycarbonyl)-L-proline), C1=CN(C=N1)C(=O)N2C=CN=C2 (N,N-carbonyldiimidazole), FC(C(=O)O)(F)F.[N+](=O)([O-])C1=CC=C(COC(=O)N=C(NCC(=O)NC2CNC2)NC(=O)OCC2=CC=C(C=C2)[N+](=O)[O-])C=C1 (3-[[2,3-di(4-nitrobenzyloxycarbonyl)guanidino]acetylamino]azetidine trifluoroacetate). Run in C(C)#N (acetonitrile), C(C)#N (acetonitrile). Conditions: time 30 minute. The product is C(C)(C)N(C(C)C)CC (N,N-diisopropylethylamine), compound. As a reaction SMILES: CO[C:3]1[CH:31]=CC(CS[C@@H]2CN(C(OCC3C=CC([N+]([O-])=O)=CC=3)=O)[C@H](C(O)=O)C2)=C[CH:4]=1.C1N=CN(C(N2C=NC=C2)=O)C=1.FC(F)(F)C(O)=O.[N+](C1C=CC(COC(N=C(NC(OCC2C=CC([N+]([O-])=O)=CC=2)=O)N[CH2:65][C:66]([NH:68][CH:69]2[CH2:72]N[CH2:70]2)=O)=O)=CC=1)([O-])=O>C(#N)C>[CH:3]([N:68]([CH2:66][CH3:65])[CH:69]([CH3:70])[CH3:72])([CH3:31])[CH3:4] |f:2.3|. Reported procedure: To a solution of (2S,4S)-4-(4-methoxybenzyl)thio-1-(4-nitrobenzyloxycarbonyl)-L-proline (1.43 g) in anhydrous acetonitrile (22 ml), N,N-carbonyldiimidazole (545 mg) was added. The resulting mixture was stirred at room temperature for 30 minutes. To the reaction mixture, N,N-diisopropylethylamine (581 μl) and a solution of the compound (2.78 g), which had been obtained in (2), in anhydrous acetonitrile (23 ml) were added and the mixture was stirred overnight at room temperature. To the reaction m... Reactants: O, COc1ccc(CO)cc1C(=O)OCc1ccccc1, BrP(Br)Br. The product is COc1ccc(CBr)cc1C(=O)OCc1ccccc1. As a reaction SMILES: [OH2:25].[OH:1][CH2:2][c:3]1[cH:4][cH:5][c:6]([O:19][CH3:20])[c:7]([C:8](=[O:9])[O:10][CH2:11][c:12]2[cH:13][cH:14][cH:15][cH:16][cH:17]2)[cH:18]1.[P:21]([Br:22])([Br:23])[Br:24]>>[CH2:2]([c:3]1[cH:4][cH:5][c:6]([O:19][CH3:20])[c:7]([C:8](=[O:9])[O:10][CH2:11][c:12]2[cH:13][cH:14][cH:15][cH:16][cH:17]2)[cH:18]1)[Br:22].